From a dataset of the Open Reaction Database (ORD), a public repository of structured organic reaction records. describe an organic reaction: reactants, conditions, products, and yield Starting materials: ClC=1C(=NC(=CC1)Cl)C(=O)O (3,6-dichloro-2-pyridinecarboxylic acid), C1(CCCCC1)S (cyclohexyl mercaptan). Yields the product C1(CCCCC1)SC=1C(=NC(=CC1)SC1CCCCC1)C(=O)O (3,6-bis(cyclohexylthio)-2-pyridinecarboxylic acid). As a reaction SMILES: Cl[C:2]1[C:3]([C:9]([OH:11])=[O:10])=[N:4][C:5](Cl)=[CH:6][CH:7]=1.[CH:12]1([SH:18])[CH2:17][CH2:16][CH2:15][CH2:14][CH2:13]1>>[CH:12]1([S:18][C:2]2[C:3]([C:9]([OH:11])=[O:10])=[N:4][C:5]([S:18][CH:12]3[CH2:17][CH2:16][CH2:15][CH2:14][CH2:13]3)=[CH:6][CH:7]=2)[CH2:17][CH2:16][CH2:15][CH2:14][CH2:13]1. Procedure details: The compound 3,6-bis(cyclohexylthio)-2-pyridinecarboxylic acid, m.p. 100°-101° C. was prepared by reacting 3,6-dichloro-2-pyridinecarboxylic acid and cyclohexyl mercaptan utilizing procedures substantially as described herein. The reactants are COC(CC=1C=C(C=CC1)C1=C(C=CC=C1OC)CNCCN1CCOCC1)=O ({6′-methoxy-2′-[(2-morpholin-4-yl-ethylamino)-methyl]-biphenyl-3-yl}-acetic acid methyl ester), C(C)=O (acetaldehyde). Product: COC(CC=1C=C(C=CC1)C1=C(C=CC=C1OC)CN(CCN1CCOCC1)CC)=O ((2′-{[Ethyl-(2-morpholin-4-yl-ethyl)-amino]-methyl}-6′-methoxy-biphenyl-3-yl)-acetic acid methyl ester). Reaction SMILES: [CH3:1][O:2][C:3](=[O:29])[CH2:4][C:5]1[CH:6]=[C:7]([C:11]2[C:16]([O:17][CH3:18])=[CH:15][CH:14]=[CH:13][C:12]=2[CH2:19][NH:20][CH2:21][CH2:22][N:23]2[CH2:28][CH2:27][O:26][CH2:25][CH2:24]2)[CH:8]=[CH:9][CH:10]=1.[CH:30](=O)[CH3:31]>>[CH3:1][O:2][C:3](=[O:29])[CH2:4][C:5]1[CH:6]=[C:7]([C:11]2[C:16]([O:17][CH3:18])=[CH:15][CH:14]=[CH:13][C:12]=2[CH2:19][N:20]([CH2:30][CH3:31])[CH2:21][CH2:22][N:23]2[CH2:28][CH2:27][O:26][CH2:25][CH2:24]2)[CH:8]=[CH:9][CH:10]=1. Procedure details: Prepared according to the procedure described in Example 33, Step 4, using the following starting materials: {6′-methoxy-2′-[(2-morpholin-4-yl-ethylamino)-methyl]-biphenyl-3-yl}-acetic acid methyl ester and acetaldehyde. The reactants are [Si-](c1ccccc1)(c1ccccc1)(c1ccccc1)(F)F.[N+](CCCC)(CCCC)(CCCC)CCCC, n1c(nc2c(c1c1cnc(nc1)N)CCN2C1CC(C1)(F)F)N1CCOC[C@@H]1CO. The reagents and catalysts are c1ccc(cc1)-c2c3ccccc3cc4ccccc24 (9-Phenylanthracene). The solvent is C1CCOC1 (THF). Conditions: temperature 25 celsius, time 18 hour. Yields the product Nc1ncc(cn1)c2nc(nc3N(CCc23)C4CC(F)(F)C4)N5CCOC[C@@H]5CF. As a reaction SMILES: CCCC[N+](CCCC)(CCCC)CCCC.[F:1][Si-](c1ccccc1)(c2ccccc2)(c3ccccc3)F.[NH2:2][c:3]1[n:8][cH:7][c:6]([c:9]2[c:17]([c:13]3[n:12][c:11]([N:24]4[C@@H:29]([CH2:30]O)[CH2:28][O:27][CH2:26][CH2:25]4)[n:10]2)[CH2:16][CH2:15][N:14]3[CH:18]5[CH2:23][C:20]([F:22])([F:21])[CH2:19]5)[cH:5][n:4]1>>[NH2:2][c:3]1[n:8][cH:7][c:6]([c:9]2[c:17]([c:13]3[n:12][c:11]([N:24]4[C@@H:29]([CH2:30][F:1])[CH2:28][O:27][CH2:26][CH2:25]4)[n:10]2)[CH2:16][CH2:15][N:14]3[CH:18]5[CH2:23][C:20]([F:22])([F:21])[CH2:19]5)[cH:5][n:4]1.